Dataset: the Open Reaction Database (ORD), a public repository of structured organic reaction records. Task: describe an organic reaction: reactants, conditions, products, and yield The reactants are [Si](C)(C)(C(C)(C)C)OC=1C(=C(C2=C(C(OC[C@@H](C(N[C@@H](CSC2)C(=O)OC)=O)NC(=O)OC(C)(C)C)=O)C1C)O[Si](C)(C)C(C)(C)C)CCC (tert-Butyl (4R,7S)-12,14-bis(tert-butyldimethylsilyloxy)-1,3,4,5,6,7,8,10-octahydro-4-methoxycarbonyl-11-methyl-6,10-dioxo-13-propyl-9,2,5-benzoxathiaazacyclododecine-7-carbamate), [F-].[NH4+] (ammonium fluoride). Solvent: CO (methanol). Product: OC=1C(=C(C2=C(C(OC[C@@H](C(N[C@@H](CSC2)C(=O)OC)=O)NC(=O)OC(C)(C)C)=O)C1C)O)CCC (tert-butyl (4R,7S)-1,3,4,5,6,7,8,10-octahydro-12,14-dihydroxy-4-methoxycarbonyl-11-methyl-6,10-dioxo-13-propyl-9,2,5-benzoxathiaazacyclododecine-7-carbamate). As a reaction SMILES: [Si]([O:8][C:9]1[C:10]([CH2:48][CH2:49][CH3:50])=[C:11]([O:40][Si](C(C)(C)C)(C)C)[C:12]2[CH2:23][S:22][CH2:21][C@@H:20]([C:24]([O:26][CH3:27])=[O:25])[NH:19][C:18](=[O:28])[C@@H:17]([NH:29][C:30]([O:32][C:33]([CH3:36])([CH3:35])[CH3:34])=[O:31])[CH2:16][O:15][C:14](=[O:37])[C:13]=2[C:38]=1[CH3:39])(C(C)(C)C)(C)C.[F-].[NH4+]>CO>[OH:8][C:9]1[C:10]([CH2:48][CH2:49][CH3:50])=[C:11]([OH:40])[C:12]2[CH2:23][S:22][CH2:21][C@@H:20]([C:24]([O:26][CH3:27])=[O:25])[NH:19][C:18](=[O:28])[C@@H:17]([NH:29][C:30]([O:32][C:33]([CH3:34])([CH3:35])[CH3:36])=[O:31])[CH2:16][O:15][C:14](=[O:37])[C:13]=2[C:38]=1[CH3:39] |f:1.2|. Reported procedure: tert-Butyl (4R,7S)-12,14-bis(tert-butyldimethylsilyloxy)-1,3,4,5,6,7,8,10-octahydro-4-methoxycarbonyl-11-methyl-6,10-dioxo-13-propyl-9,2,5-benzoxathiaazacyclododecine-7-carbamate was treated with ammonium fluoride in methanol in an analogous manner to the procedure described in Example 13 to yield tert-butyl (4R,7S)-1,3,4,5,6,7,8,10-octahydro-12,14-dihydroxy-4-methoxycarbonyl-11-methyl-6,10-dioxo-13-propyl-9,2,5-benzoxathiaazacyclododecine-7-carbamate as a white solid.